describe an organic reaction: reactants, conditions, products, and yield From a dataset of the Open Reaction Database (ORD), a public repository of structured organic reaction records. The reactants are ( 61 ), [K+].[Br-] (KBr), ( 4.325 ), C1(=CC=CC=C1)C.C(C)(=O)OCC (toluene ethyl acetate), CC#N (CH3CN), C(Cl)(Cl)Cl (CHCl3), N1=CC=C(C=C1)C1=NC=C(C=N1)C1=CC=C(C=C1)NN (4-[2-(4-Pyridyl)-5-pyrimidinyl]-phenylhydrazine). Yields the product C(CCCCCCCCCCCCCCCCC)OC1=CC=C(C=C1)C=1C=NC(=NC1)C1=CC=NC=C1 (5-(4-Octadecyloxyphenyl)-2-(4-pyridyl)-pyrimidine). RXN SMILES: [K+].[Br-].[CH3:3][C:4]#N.C(Cl)(Cl)Cl.[N:10]1[CH:15]=[CH:14][C:13]([C:16]2[N:21]=[CH:20][C:19]([C:22]3[CH:27]=[CH:26][C:25](NN)=[CH:24][CH:23]=3)=[CH:18][N:17]=2)=[CH:12][CH:11]=1.[C:30]1([CH3:36])[CH:35]=[CH:34][CH:33]=[CH:32][CH:31]=1.C([O:40][CH2:41][CH3:42])(=O)C>>[CH2:41]([O:40][C:25]1[CH:26]=[CH:27][C:22]([C:19]2[CH:18]=[N:17][C:16]([C:13]3[CH:14]=[CH:15][N:10]=[CH:11][CH:12]=3)=[N:21][CH:20]=2)=[CH:23][CH:24]=1)[CH2:42][CH2:18][CH2:19][CH2:22][CH2:23][CH2:24][CH2:25][CH2:26][CH2:31][CH2:32][CH2:33][CH2:34][CH2:35][CH2:30][CH2:36][CH2:4][CH3:3] |f:0.1,5.6|. Procedure details: IR (KBr): ν=3037 cm-1, 2918, 2850, 1608, 1596, 1519, 1441, 1290, 1264, 1257, 833, 787. -UV (CH3CN), qual.: λmax =301 mn, 370 (sh). - UV (CHCl3): λmax (log ε)=303 nm (4.325), 330 (sh, 4.201), 370 (sh, 3.234). - 1H NMR (CDCl3): δ=1.15-1.45 (m, 35H, OCH2C17H35) , 3.97 (t, 2H, OCH2C17H35), 7.01 (d, 2H, CCHCHCOC18H37), 7.54 (d, 2H, CCHCHCOC18H37), 8.47 (d, 2H, NCHCH), 8.74 (d, 2H, NCHCH), 9.00 (s, 2H, pyrimidine-H). -MS (70 eV): m/z (%)=501 (61) [M+ ], 249 (100) . - TLC (CH2Cl2 /methanol 1/1): Rf =0.... Reactants: NC=1C(=C(C(=O)OC)C=CC1Cl)NCCCO (methyl 3-amino-4-chloro-2-[(3-hydroxypropyl)amino]benzoate), N(=C=S)C1=NC=C(N=C1C)C (2-isothiocyanato-3,5-dimethylpyrazine). Solvent: O1CCCC1 (tetrahydrofuran). Reaction conditions: temperature 60 celsius, time 6 hour. Yields the product ClC1=C(C(=C(C(=O)OC)C=C1)NCCCO)NC(NC1=NC=C(N=C1C)C)=S (methyl 4-chloro-3-{[(3,5-dimethylpyrazin-2-yl)carbamothioyl]amino}-2-[(3-hydroxypropyl)amino]benzoate). The yield is 52.3%. Reaction SMILES: [NH2:1][C:2]1[C:3]([NH:13][CH2:14][CH2:15][CH2:16][OH:17])=[C:4]([CH:9]=[CH:10][C:11]=1[Cl:12])[C:5]([O:7][CH3:8])=[O:6].[N:18]([C:21]1[C:26]([CH3:27])=[N:25][C:24]([CH3:28])=[CH:23][N:22]=1)=[C:19]=[S:20]>O1CCCC1>[Cl:12][C:11]1[CH:10]=[CH:9][C:4]([C:5]([O:7][CH3:8])=[O:6])=[C:3]([NH:13][CH2:14][CH2:15][CH2:16][OH:17])[C:2]=1[NH:1][C:19](=[S:20])[NH:18][C:21]1[C:26]([CH3:27])=[N:25][C:24]([CH3:28])=[CH:23][N:22]=1. Procedure details: A mixture of methyl 3-amino-4-chloro-2-[(3-hydroxypropyl)amino]benzoate (500 mg, 1.94 mmol) and 2-isothiocyanato-3,5-dimethylpyrazine (866 mg, 5.24 mmol) in tetrahydrofuran (4.0 mL) was stirred at 60° C. for 6 hr. The mixture was concentrated in vacuo, and the residue was purified by flash column chromatography on silica gel eluting with a 50-100% ethyl acetate/n-hexane gradient mixture. The filtrate was concentrated in vacuo to give methyl 4-chloro-3-{[(3,5-dimethylpyrazin-2-yl)carbamothioyl]am... Starting materials: ClC(=O)OC(C)Cl (1-chloroethyl chloroformate), C(C1=CC=CC=C1)N1[C@@H](CNCC1)COCC1=CC=CC=C1 (1-benzyl-2(S)-(benzyloxymethyl)piperazine), ClC(=O)OC(C)Cl (1-chloroethyl chloroformate). Solvent: ClCCCl (1,2-dichloroethane). Isolated yield 81.6%. Reaction conditions: temperature 80 celsius. RXN SMILES: C([N:8]1[CH2:13][CH2:12][NH:11][CH2:10][C@H:9]1[CH2:14][O:15][CH2:16][C:17]1[CH:22]=[CH:21][CH:20]=[CH:19][CH:18]=1)C1C=CC=CC=1.ClC(OC(Cl)C)=O>ClCCCl>[CH2:16]([O:15][CH2:14][C@@H:9]1[CH2:10][NH:11][CH2:12][CH2:13][NH:8]1)[C:17]1[CH:22]=[CH:21][CH:20]=[CH:19][CH:18]=1. Reported procedure: A solution of 0.30 gm (1.01 mMol) 1-benzyl-2(S)-(benzyloxymethyl)piperazine in 20 mL 1,2-dichloroethane was cooled to 0° C. To this solution were added 1.09 mL (10.1 mMol) 1-chloroethyl chloroformate and the resulting mixture was heated at 80° C. for 4 hours. The reaction mixture was then cooled again to 0° C. and an additional 2.18 mL (20.2 mMol) 1-chloroethyl chloroformate were added. The reaction mixture was heated at reflux overnight and was then concentrated under reduced pressure. The resi... The product is C(C1=CC=CC=C1)OC[C@H]1NCCNC1 (2(S)-(benzyloxymethyl)piperazine). The reactants are CC1=C(N=C(S1)C1=CC=C(C=C1)C(F)(F)F)CCO (2-[5-Methyl-2-(4-trifluoromethyl-phenyl)-thiazol-4-yl]-ethanol), C1CCN(CC1)C(=O)N=NC(=O)N2CCCCC2 (ADDP), COC(CC1=COC2=C1C=CC(=C2)O)=O ((6-Hydroxy-benzofuran-3-yl)-acetic acid methyl ester), C(CCC)P(CCCC)CCCC (tri-n-butylphosphine). The product is COC(CC1=COC2=C1C=CC(=C2)OCCC=2N=C(SC2C)C2=CC=C(C=C2)C(F)(F)F)=O ((6-{2-[5-Methyl-2-(4-trifluoromethyl-phenyl)-thiazol-4-yl]-ethoxy}-benzofuran-3-yl)-acetic acid methyl ester). Procedure: To a solution of 2-[5-Methyl-2-(4-trifluoromethyl-phenyl)-thiazol-4-yl]-ethanol (0.12 g, 0.43 mmol) in toluene (3 mL) at 0° C. is added ADDP (0.14 g, 0.57 mmol) followed by tri-n-butylphosphine (0.14 mL, 0.56 mmol). A toluene solution of (6-Hydroxy-benzofuran-3-yl)-acetic acid methyl ester (0.52 g, 1.22 mmol) is added, and the mixture is allowed to warm to RT overnight. Water is added, and the aqueous phase is extracted with EtOAc. The organics are dried with MgSO4 and purified by flash chromato... Isolated yield 32.3%. RXN SMILES: [CH3:1][C:2]1[S:6][C:5]([C:7]2[CH:12]=[CH:11][C:10]([C:13]([F:16])([F:15])[F:14])=[CH:9][CH:8]=2)=[N:4][C:3]=1[CH2:17][CH2:18][OH:19].C1CCN(C(N=NC(N2CCCCC2)=O)=O)CC1.C(P(CCCC)CCCC)CCC.[CH3:51][O:52][C:53](=[O:65])[CH2:54][C:55]1[C:59]2[CH:60]=[CH:61][C:62](O)=[CH:63][C:58]=2[O:57][CH:56]=1>C1(C)C=CC=CC=1.O>[CH3:51][O:52][C:53](=[O:65])[CH2:54][C:55]1[C:59]2[CH:60]=[CH:61][C:62]([O:19][CH2:18][CH2:17][C:3]3[N:4]=[C:5]([C:7]4[CH:8]=[CH:9][C:10]([C:13]([F:16])([F:15])[F:14])=[CH:11][CH:12]=4)[S:6][C:2]=3[CH3:1])=[CH:63][C:58]=2[O:57][CH:56]=1. Solvent: C1(=CC=CC=C1)C (toluene), O (Water), C1(=CC=CC=C1)C (toluene). Reaction SMILES: [CH3:1][O:2][c:3]1[cH:4][n:5][cH:6][c:7]([S:9][CH3:10])[cH:8]1.[Cl-:18].[ClH:11].[ClH:20].[NH4+:19].[nH+:12]1[cH:13][cH:14][cH:15][cH:16][cH:17]1>>[OH:2][c:3]1[cH:4][n:5][cH:6][c:7]([S:9][CH3:10])[cH:8]1. Reactants: COc1cncc(SC)c1, [Cl-], Cl, Cl, [NH4+], c1cc[nH+]cc1. Yields the product CSc1cncc(O)c1. The reactants are CC(C)([O-])C.[K+] (potassium tert-butoxide), C([O-])(O)=O.[Na+] (sodium bicarbonate), C(C1=CC=CC=C1)N1CC(CC1)OC1=CC=C(C=C1)[N+](=O)[O-] (1-benzyl-3-(4-nitro-phenoxy)-pyrrolidine), ClCS(=O)(=O)C1=CC=CC2=CC=CC=C12 (1-chloromethanesulfonyl-naphthalene). The solvent is C1CCOC1 (THF), O (water), C1CCOC1 (THF). Run at time 10 minute. Product: C(C1=CC=CC=C1)N1CC(CC1)OC1=CC(=C(C=C1)[N+](=O)[O-])CS(=O)(=O)C1=CC=CC2=CC=CC=C12 (1-benzyl-3-[3-(naphthalene-1-sulfonylmethyl)-4-nitro-phenoxy]-pyrrolidine). Yield: 47.1%. RXN SMILES: [CH2:1]([N:8]1[CH2:12][CH2:11][CH:10]([O:13][C:14]2[CH:19]=[CH:18][C:17]([N+:20]([O-:22])=[O:21])=[CH:16][CH:15]=2)[CH2:9]1)[C:2]1[CH:7]=[CH:6][CH:5]=[CH:4][CH:3]=1.Cl[CH2:24][S:25]([C:28]1[C:37]2[C:32](=[CH:33][CH:34]=[CH:35][CH:36]=2)[CH:31]=[CH:30][CH:29]=1)(=[O:27])=[O:26].CC(C)([O-])C.[K+].C(=O)(O)[O-].[Na+]>C1COCC1.O>[CH2:1]([N:8]1[CH2:12][CH2:11][CH:10]([O:13][C:14]2[CH:15]=[CH:16][C:17]([N+:20]([O-:22])=[O:21])=[C:18]([CH2:24][S:25]([C:28]3[C:37]4[C:32](=[CH:33][CH:34]=[CH:35][CH:36]=4)[CH:31]=[CH:30][CH:29]=3)(=[O:26])=[O:27])[CH:19]=2)[CH2:9]1)[C:2]1[CH:7]=[CH:6][CH:5]=[CH:4][CH:3]=1 |f:2.3,4.5|. Procedure: A solution of 1-benzyl-3-(4-nitro-phenoxy)-pyrrolidine (7.2 g, 24 mmol) and 1-chloromethanesulfonyl-naphthalene (5.8 g, 24 mmol) in THF was chilled in an ice bath, treated dropwise with 1.0 M potassium tert-butoxide in THF (55 mL, 55 mmol), stirred at ambient temperatures for 1 hour, 10 minutes, under nitrogen, poured into water, treated with solid sodium bicarbonate and extracted with ethyl acetate. The extracts were combined, washed with brine, dried over anhydrous magnesium sulfate and concen... Reactants: O=C([O-])[O-], C1COCCO1, O=c1cc(Cl)oc(N2CCOCC2)c1, [K+], [K+], N#N, CC1(C)OB(c2cccc3c2Sc2ccccc2CC3)OC1(C)C. As a reaction SMILES: [C:39](=[O:40])([O-:41])[O-:42].[CH2:47]1[O:48][CH2:49][CH2:50][O:51][CH2:52]1.[Cl:1][c:2]1[o:3][c:4]([N:9]2[CH2:10][CH2:11][O:12][CH2:13][CH2:14]2)[cH:5][c:6](=[O:8])[cH:7]1.[K+:43].[K+:44].[N:45]#[N:46].[cH:15]1[cH:16][cH:17][c:18]([B:30]2[O:31][C:32]([CH3:33])([CH3:34])[C:35]([CH3:36])([CH3:37])[O:38]2)[c:19]2[c:25]1[CH2:24][CH2:23][c:22]1[c:21]([cH:29][cH:28][cH:27][cH:26]1)[S:20]2>>[c:2]1(-[c:18]2[cH:17][cH:16][cH:15][c:25]3[c:19]2[S:20][c:21]2[c:22]([cH:26][cH:27][cH:28][cH:29]2)[CH2:23][CH2:24]3)[o:3][c:4]([N:9]2[CH2:10][CH2:11][O:12][CH2:13][CH2:14]2)[cH:5][c:6](=[O:8])[cH:7]1. Yields the product O=c1cc(-c2cccc3c2Sc2ccccc2CC3)oc(N2CCOCC2)c1.